From a dataset of the Open Reaction Database (ORD), a public repository of structured organic reaction records. describe an organic reaction: reactants, conditions, products, and yield Starting materials: FC1=NC(=CC(=C1)COS(=O)(=O)C)NCC1=CC=C(C=C1)OC (Methanesulfonic acid 2-fluoro-6-(4-methoxy-benzylamino)-pyridin-4-ylmethyl ester), C(C)(C)C1=C(NC(NC1=O)=O)OC=1C=C(C=C(C1)C)C=CC#N (3-[3-(5-Isopropyl-2,6-dioxo-1,2,3,6-tetrahydro-pyrimidin-4-yloxy)-5-methyl-phenyl]-acrylonitrile), C([O-])([O-])=O.[K+].[K+] (potassium carbonate), [I-].[Li+] (lithium iodide). The solvent is CN(C)C=O (DMF). Run at time 8 hour. The product is FC1=NC(=CC(=C1)CN1C(NC(C(=C1OC=1C=C(C=C(C1)C)C=CC#N)C(C)C)=O)=O)NCC1=CC=C(C=C1)OC (3-(3-{3-[2-Fluoro-6-(4-methoxy-benzylamino)-pyridin-4-ylmethyl]-5-isopropyl-2,6-dioxo-1,2,3,6-tetrahydro-pyrimidin-4-yloxy}-5-methyl-phenyl)-acrylonitrile). The yield is 45.9%. RXN SMILES: [F:1][C:2]1[CH:7]=[C:6]([CH2:8]OS(C)(=O)=O)[CH:5]=[C:4]([NH:14][CH2:15][C:16]2[CH:21]=[CH:20][C:19]([O:22][CH3:23])=[CH:18][CH:17]=2)[N:3]=1.[CH:24]([C:27]1[C:32](=[O:33])[NH:31][C:30](=[O:34])[NH:29][C:28]=1[O:35][C:36]1[CH:37]=[C:38]([CH:43]=[CH:44][C:45]#[N:46])[CH:39]=[C:40]([CH3:42])[CH:41]=1)([CH3:26])[CH3:25].C(=O)([O-])[O-].[K+].[K+].[I-].[Li+]>CN(C=O)C>[F:1][C:2]1[CH:7]=[C:6]([CH2:8][N:29]2[C:28]([O:35][C:36]3[CH:37]=[C:38]([CH:43]=[CH:44][C:45]#[N:46])[CH:39]=[C:40]([CH3:42])[CH:41]=3)=[C:27]([CH:24]([CH3:26])[CH3:25])[C:32](=[O:33])[NH:31][C:30]2=[O:34])[CH:5]=[C:4]([NH:14][CH2:15][C:16]2[CH:21]=[CH:20][C:19]([O:22][CH3:23])=[CH:18][CH:17]=2)[N:3]=1 |f:2.3.4,5.6|. Procedure: To a flask containing Methanesulfonic acid 2-fluoro-6-(4-methoxy-benzylamino)-pyridin-4-ylmethyl ester (44) (1 mmol), 3-[3-(5-Isopropyl-2,6-dioxo-1,2,3,6-tetrahydro-pyrimidin-4-yloxy)-5-methyl-phenyl]-acrylonitrile (43) (311 mg, 1 mmol), anhydrous powdered potassium carbonate (138 mg, 1 mmol), lithium iodide (134 mg, 1 mmol) was added anhydrous DMF (5 ml) and stirred for overnight at room temperature. The mixture was evaporated in vacuo. The residue was dissolved in methanol-dichloromethane (1:9...